This data is from the Open Reaction Database (ORD), a public repository of structured organic reaction records. The task is: describe an organic reaction: reactants, conditions, products, and yield The reactants are COC(C1=CN=C(C=C1)NC(COC1N(C(C(=C1C)C)=O)CC1=CC=C(C=C1)OC)=O)=O (6-{2-[1-(4-Methoxybenzyl)-3,4-dimethyl-5-oxo-2,5-dihydro-1H-pyrrol-2-yloxy]-acetylamino}-nicotinic acid methyl ester), NC1=NC=CC=C1 (2-aminopyridine). Yields the product COC1=CC=C(CN2C(C(=C(C2=O)C)C)OCC(=O)NC2=NC=CC=C2)C=C1 (2-[1-(4-Methoxy-benzyl)-3,4-dimethyl-5-oxo-2,5-dihydro-1H-pyrrol-2-yloxy]-N-pyridin-2-yl-acetamide). RXN SMILES: COC(=O)[C:4]1[CH:9]=[CH:8][C:7]([NH:10][C:11](=[O:31])[CH2:12][O:13][CH:14]2[C:18]([CH3:19])=[C:17]([CH3:20])[C:16](=[O:21])[N:15]2[CH2:22][C:23]2[CH:28]=[CH:27][C:26]([O:29][CH3:30])=[CH:25][CH:24]=2)=[N:6][CH:5]=1.NC1C=CC=CN=1>>[CH3:30][O:29][C:26]1[CH:25]=[CH:24][C:23]([CH2:22][N:15]2[C:16](=[O:21])[C:17]([CH3:20])=[C:18]([CH3:19])[CH:14]2[O:13][CH2:12][C:11]([NH:10][C:7]2[CH:8]=[CH:9][CH:4]=[CH:5][N:6]=2)=[O:31])=[CH:28][CH:27]=1. Procedure details: The product from Example 27, Part B (90 mg, 0.3 mmol) and 2-aminopyridine (42 mg, 0.45 mmol) were reacted as described in Example 5. After evaporation of the reaction solvent the residue was partitioned between water and EtOAc, and the organic phase was washed with EtOAc. The combined organics were washed with brine, dried (Na2SO4), filtered, and evaporated. The title compound was obtained as a white solid by silica gel chromatography (40 mg, 35%). 1H NMR (300 MHz, CDCl3) δ 8.72 (br s, 1H), 8.33... Starting materials: C1(CCCCC1)NC(NC1CCCCC1)=O (dicyclohexyl urea), CSC(SC(C(=O)O)C1=CC=CC=C1)=S ((±)-α-[[(methylthio)thioxomethyl]thio]benzeneacetic acid), C(CCC)[N+](CCCC)(CCCC)CCCC.NC1C(N(C1)S(=O)(=O)[O-])=O (3-amino-2-oxo-1-azetidinesulfonic acid, tetrabutylammonium salt), C1(CCCCC1)N=C=NC1CCCCC1 (dicyclohexylcarbodiimide). Run in C(C)#N (acetonitrile), C(C)#N (acetonitrile). The product is C(CCC)[N+](CCCC)(CCCC)CCCC.CSC(SC(C(=O)N[C@@H]1C(N(C1)S(=O)(=O)[O-])=O)C1=CC=CC=C1)=S ((3S)-3-[[[[(Methylthio)thioxomethyl]thio]phenylacetyl]amino]-2-oxo-1-azetidinesulfonic acid, tetrabutylammonium salt). The yield is 50.3%. RXN SMILES: [CH3:1][S:2][C:3](=[S:15])[S:4][CH:5]([C:9]1[CH:14]=[CH:13][CH:12]=[CH:11][CH:10]=1)[C:6]([OH:8])=O.[CH2:16]([N+:20]([CH2:29][CH2:30][CH2:31][CH3:32])([CH2:25][CH2:26][CH2:27][CH3:28])[CH2:21][CH2:22][CH2:23][CH3:24])[CH2:17][CH2:18][CH3:19].[NH2:33][CH:34]1[CH2:37][N:36]([S:38]([O-:41])(=[O:40])=[O:39])[C:35]1=[O:42].C1(N=C=NC2CCCCC2)CCCCC1.C1(NC(=O)NC2CCCCC2)CCCCC1>C(#N)C>[CH2:29]([N+:20]([CH2:16][CH2:17][CH2:18][CH3:19])([CH2:21][CH2:22][CH2:23][CH3:24])[CH2:25][CH2:26][CH2:27][CH3:28])[CH2:30][CH2:31][CH3:32].[CH3:1][S:2][C:3](=[S:15])[S:4][CH:5]([C:9]1[CH:14]=[CH:13][CH:12]=[CH:11][CH:10]=1)[C:6]([NH:33][C@H:34]1[CH2:37][N:36]([S:38]([O-:41])(=[O:40])=[O:39])[C:35]1=[O:42])=[O:8] |f:1.2,6.7|. Procedure details: A solution of 1.03 g of (±)-α-[[(methylthio)thioxomethyl]thio]benzeneacetic acid and 1.63 g of 3-amino-2-oxo-1-azetidinesulfonic acid, tetrabutylammonium salt (see Example 6A) in 30 ml of acetonitrile is treated with 0.8 g of dicyclohexylcarbodiimide dissolved in 10 ml of acetonitrile at -5° C. After stirring for about 16 hours the formed dicyclohexyl urea is filtered off and the mother liquor is evaporated. The remaining oily residue is chromatographed on a column of 400 g of silica (ethyl/acet... The reactants are O=C([N+](=O)[O-])[N+](=O)[O-], CC(=O)C[N+](=O)[O-], O=C(O)C(F)(F)F, c1ccccc1, SCCc1c[nH]c2ccccc12. Product: CC1(C[N+](=O)[O-])OCCc2c1[nH]c1ccccc21. Reaction SMILES: [N+:13]([C:14]([N+:15]([O-:16])=[O:17])=[O:18])([O-:19])=[O:20].[N+:21](=[O:22])([O-:23])[CH2:24][C:25]([CH3:26])=[O:27].[OH:28][C:29]([C:30]([F:31])([F:32])[F:33])=[O:34].[cH:35]1[cH:36][cH:37][cH:38][cH:39][cH:40]1.[nH:1]1[cH:2][c:3]([CH2:10][CH2:11][SH:12])[c:4]2[cH:5][cH:6][cH:7][cH:8][c:9]12>>[nH:1]1[c:2]2[c:3]([c:4]3[cH:5][cH:6][cH:7][cH:8][c:9]13)[CH2:10][CH2:11][O:27][C:25]2([CH2:24][N+:21](=[O:22])[O-:23])[CH3:26]. The reactants are CO, CCCNC(=O)c1cc(CC(=O)OC)cc(-c2ccccc2)c1, [Li+], [OH-], O, O. The product is CCCNC(=O)c1cc(CC(=O)O)cc(-c2ccccc2)c1. RXN SMILES: [CH3:26][OH:27].[CH3:3][O:4][C:5]([CH2:6][c:7]1[cH:8][c:9](-[c:19]2[cH:20][cH:21][cH:22][cH:23][cH:24]2)[cH:10][c:11]([C:13]([NH:14][CH2:15][CH2:16][CH3:17])=[O:18])[cH:12]1)=[O:25].[Li+:2].[OH-:1].[OH2:28].[OH2:29]>>[O:4]=[C:5]([CH2:6][c:7]1[cH:8][c:9](-[c:19]2[cH:20][cH:21][cH:22][cH:23][cH:24]2)[cH:10][c:11]([C:13]([NH:14][CH2:15][CH2:16][CH3:17])=[O:18])[cH:12]1)[OH:25]. Conditions: time 2 hour. Solvent: O (water), C1CCOC1 (THF), O (water). Reported procedure: To the mixture of ethyl 2-bromo-4-(5-cyclopropyl-1H-pyrazol-3-ylamino)pyrimidine-5-carboxylate (495 mg, 1.41 mmol) in THF (100 mL) and water (10 mL) was added Ac2O (2.0 mL). The reaction mixture was stirred for 2 h and water was added. The mixture was filtered and the solid was washed with water and concentrated with ethanol to remove the residual water to obtain ethyl 4-(1-acetyl-5-cyclopropyl-1H-pyrazol-3-ylamino)-2-bromopyrimidine-5-carboxylate (460 mg, 83%). LC-MS (m/z)=394.0 [M+H]+. Isolated yield 83.0%. Starting materials: BrC1=NC=C(C(=N1)NC1=NNC(=C1)C1CC1)C(=O)OCC (ethyl 2-bromo-4-(5-cyclopropyl-1H-pyrazol-3-ylamino)pyrimidine-5-carboxylate), CC(=O)OC(=O)C (Ac2O). Reaction SMILES: [Br:1][C:2]1[N:7]=[C:6]([NH:8][C:9]2[CH:13]=[C:12]([CH:14]3[CH2:16][CH2:15]3)[NH:11][N:10]=2)[C:5]([C:17]([O:19][CH2:20][CH3:21])=[O:18])=[CH:4][N:3]=1.[CH3:22][C:23](OC(C)=O)=[O:24]>C1COCC1.O>[C:23]([N:11]1[C:12]([CH:14]2[CH2:15][CH2:16]2)=[CH:13][C:9]([NH:8][C:6]2[C:5]([C:17]([O:19][CH2:20][CH3:21])=[O:18])=[CH:4][N:3]=[C:2]([Br:1])[N:7]=2)=[N:10]1)(=[O:24])[CH3:22]. Yields the product C(C)(=O)N1N=C(C=C1C1CC1)NC1=NC(=NC=C1C(=O)OCC)Br (ethyl 4-(1-acetyl-5-cyclopropyl-1H-pyrazol-3-ylamino)-2-bromopyrimidine-5-carboxylate). Reactants: Cc1ccccc1, Cc1oc(C)c(C(=O)O)c1C, O=S(Cl)Cl. The product is Cc1oc(C)c(C(=O)Cl)c1C. RXN SMILES: [CH3:16][c:17]1[cH:18][cH:19][cH:20][cH:21][cH:22]1.[CH3:1][c:2]1[o:3][c:4]([CH3:11])[c:5]([CH3:10])[c:6]1[C:7](=[O:8])[OH:9].[S:12]([Cl:13])([Cl:14])=[O:15]>>[CH3:1][c:2]1[o:3][c:4]([CH3:11])[c:5]([CH3:10])[c:6]1[C:7](=[O:8])[Cl:14]. The reactants are ClC1=CC=C(C=C1)C=1OC(=C(N1)C)C(=O)OCC (ethyl 2-(4-chlorophenyl)-4-methyl-5-oxazolecarboxylate), [H-].[Al+3].[Li+].[H-].[H-].[H-] (lithium aluminium hydride). Solvent: O1CCCC1 (tetrahydrofuran), O1CCCC1 (tetrahydrofuran). Conditions: temperature 0 celsius, time 1 hour. Product: ClC1=CC=C(C=C1)C=1OC(=C(N1)C)CO (2-(4-chlorophenyl)-4-methyl-5-oxazolemethanol). The yield is 82.0%. RXN SMILES: [Cl:1][C:2]1[CH:7]=[CH:6][C:5]([C:8]2[O:9][C:10]([C:14](OCC)=[O:15])=[C:11]([CH3:13])[N:12]=2)=[CH:4][CH:3]=1.[H-].[Al+3].[Li+].[H-].[H-].[H-]>O1CCCC1>[Cl:1][C:2]1[CH:3]=[CH:4][C:5]([C:8]2[O:9][C:10]([CH2:14][OH:15])=[C:11]([CH3:13])[N:12]=2)=[CH:6][CH:7]=1 |f:1.2.3.4.5.6|. Procedure details: 9.3 g (35.1 mmol) of ethyl 2-(4-chlorophenyl)-4-methyl-5-oxazolecarboxylate were dissolved in 40 ml of dry tetrahydrofuran and the solution was added dropwise during 10 minutes to a stirred suspension of 1.75 g (46.1 mmol) of lithium aluminium hydride in 60 ml of dry tetrahydrofuran at 0° C. The suspension was stirred at 0° C. for 1 hour and then at room temperature for 1.5 hours. Excess lithium aluminium hydride was destroyed by the dropwise addition of saturated aqueous sodium sulphate, follow... Yield: 94.0%. Procedure: 0.56 g (0.00238 mol) of 2-nitro-4-trifluoromethyl-benzoic acid was dissolved in 7 ml of thionyl chloride and boiled under reflux for 2 hrs. The reaction mixture was concentrated and the residue was taken up twice in toluene and evaporated to dryness each time. 0.53 g (94%) of 2-nitro-4-trifluoromethyl-benzoyl chloride was obtained as a yellow oil. Product: [N+](=O)([O-])C1=C(C(=O)Cl)C=CC(=C1)C(F)(F)F (2-nitro-4-trifluoromethyl-benzoyl chloride). The reactants are [N+](=O)([O-])C1=C(C(=O)O)C=CC(=C1)C(F)(F)F (2-nitro-4-trifluoromethyl-benzoic acid), S(=O)(Cl)Cl (thionyl chloride). As a reaction SMILES: [N+:1]([C:4]1[CH:12]=[C:11]([C:13]([F:16])([F:15])[F:14])[CH:10]=[CH:9][C:5]=1[C:6](O)=[O:7])([O-:3])=[O:2].S(Cl)([Cl:19])=O>>[N+:1]([C:4]1[CH:12]=[C:11]([C:13]([F:16])([F:15])[F:14])[CH:10]=[CH:9][C:5]=1[C:6]([Cl:19])=[O:7])([O-:3])=[O:2].